This data is from the Open Reaction Database (ORD), a public repository of structured organic reaction records. The task is: describe an organic reaction: reactants, conditions, products, and yield The reactants are C1(CCCC1)C[C@@H](C(=O)F)CN(OCC1=CC=CC=C1)C=O ((2R)-3-cyclopentyl-2-({formyl[(phenylmethyl)oxy]amino}methyl)propanoyl fluoride), C1(=CC=CC=C1)COC(=O)N1NC(CC1)C(=O)O (1-{[(phenylmethyl)oxy]carbonyl}-3-pyrazolidinecarboxylic acid), CCN(C(C)C)C(C)C (DIPEA). Run in CN(C)C=O (DMF). Run at temperature 25 celsius, time 18 hour. Yields the product C1(CCCC1)C[C@@H](C(=O)N1N(CCC1C(=O)O)C(=O)OCC1=CC=CC=C1)CN(OCC1=CC=CC=C1)C=O (2-[(2R)-3-cyclopentyl-2-({formyl[(phenylmethyl)oxy]amino}methyl)propanoyl]-1-{[(phenylmethyl)oxy]carbonyl}-3-pyrazolidinecarboxylic acid). As a reaction SMILES: [CH:1]1([CH2:6][C@H:7]([CH2:11][N:12]([CH:21]=[O:22])[O:13][CH2:14][C:15]2[CH:20]=[CH:19][CH:18]=[CH:17][CH:16]=2)[C:8](F)=[O:9])[CH2:5][CH2:4][CH2:3][CH2:2]1.[C:23]1([CH2:29][O:30][C:31]([N:33]2[CH2:37][CH2:36][CH:35]([C:38]([OH:40])=[O:39])[NH:34]2)=[O:32])[CH:28]=[CH:27][CH:26]=[CH:25][CH:24]=1.CCN(C(C)C)C(C)C>CN(C=O)C>[CH:1]1([CH2:6][C@H:7]([CH2:11][N:12]([CH:21]=[O:22])[O:13][CH2:14][C:15]2[CH:20]=[CH:19][CH:18]=[CH:17][CH:16]=2)[C:8]([N:34]2[CH:35]([C:38]([OH:40])=[O:39])[CH2:36][CH2:37][N:33]2[C:31]([O:30][CH2:29][C:23]2[CH:28]=[CH:27][CH:26]=[CH:25][CH:24]=2)=[O:32])=[O:9])[CH2:5][CH2:4][CH2:3][CH2:2]1. Procedure: To a solution of (2R)-3-cyclopentyl-2-({formyl[(phenylmethyl)oxy]amino}methyl)propanoyl fluoride (3.24 g, 10.55 mmol) in DMF (30 mL) was added 1-{[(phenylmethyl)oxy]carbonyl}-3-pyrazolidinecarboxylic acid (2.2 g, 8.79 mmol) followed by DIPEA (3.07 mL, 17.58 mmol). The reaction was stirred at 25° C. for 18 hrs. The reaction was concentrated and purified by reverse-phase HPLC to afford 2-[(2R)-3-cyclopentyl-2-({formyl[(phenylmethyl)oxy]amino}methyl)propanoyl]-1-{[(phenylmethyl)oxy]carbonyl}-3-pyra... The reactants are Br[Mg]c1ccccc1, C1CCOC1, O=C(c1ccccn1)C(c1ccccc1)N1CCOCC1. The product is OC(c1ccccc1)(c1ccccn1)C(c1ccccc1)N1CCOCC1. RXN SMILES: [Br:22][Mg:23][c:24]1[cH:25][cH:26][cH:27][cH:28][cH:29]1.[CH2:30]1[O:31][CH2:32][CH2:33][CH2:34]1.[O:1]1[CH2:2][CH2:3][N:4]([CH:7]([C:8](=[O:9])[c:10]2[n:11][cH:12][cH:13][cH:14][cH:15]2)[c:16]2[cH:17][cH:18][cH:19][cH:20][cH:21]2)[CH2:5][CH2:6]1>>[O:1]1[CH2:2][CH2:3][N:4]([CH:7]([C:8]([OH:9])([c:10]2[n:11][cH:12][cH:13][cH:14][cH:15]2)[c:24]2[cH:25][cH:26][cH:27][cH:28][cH:29]2)[c:16]2[cH:17][cH:18][cH:19][cH:20][cH:21]2)[CH2:5][CH2:6]1. The reactants are CCOC(C)=O, O=c1[nH]c2c(F)cc([N+](=O)[O-])cc2o1, CI, C1CCC2=NCCCN2CC1, CN(C)C=O. Yields the product Cn1c(=O)oc2cc([N+](=O)[O-])cc(F)c21. RXN SMILES: [CH3:33][CH2:34][O:35][C:36](=[O:37])[CH3:38].[F:3][c:4]1[cH:5][c:6]([N+:14](=[O:15])[O-:16])[cH:7][c:8]2[c:9]1[nH:10][c:11](=[O:13])[o:12]2.[I:1][CH3:2].[N:17]12[CH2:18][CH2:27][CH2:26][CH2:25][CH2:24][C:23]1=[N:22][CH2:21][CH2:20][CH2:19]2.[O:28]=[CH:29][N:30]([CH3:31])[CH3:32]>>[F:3][c:4]1[cH:5][c:6]([N+:14](=[O:15])[O-:16])[cH:7][c:8]2[c:9]1[n:10]([CH3:18])[c:11](=[O:13])[o:12]2. Reactants: Cl.C(C=C)ON (O-allylhydroxylamine hydrochloride), N1=CC=CC=C1 (pyridine), [N+](=O)([O-])C1=C(C=CC=C1)S(=O)(=O)Cl (2-nitrobenzene-1-sulfonyl chloride). Run in C(Cl)Cl (DCM). Run at time 1 hour. The product is C(C=C)ONS(=O)(=O)C1=C(C=CC=C1)[N+](=O)[O-] (N-(allyloxy)-2-nitrobenzenesulfonamide). The yield is 69.3%. As a reaction SMILES: Cl.[CH2:2]([O:5][NH2:6])[CH:3]=[CH2:4].N1C=CC=CC=1.[N+:13]([C:16]1[CH:21]=[CH:20][CH:19]=[CH:18][C:17]=1[S:22](Cl)(=[O:24])=[O:23])([O-:15])=[O:14]>C(Cl)Cl>[CH2:2]([O:5][NH:6][S:22]([C:17]1[CH:18]=[CH:19][CH:20]=[CH:21][C:16]=1[N+:13]([O-:15])=[O:14])(=[O:23])=[O:24])[CH:3]=[CH2:4] |f:0.1|. Procedure: To a stirred solution of O-allylhydroxylamine hydrochloride (147.05 g, 1341.59 mmol) in DCM (2.5 L) at 0° C., pyridine (318 mL, 3948 mmol) was added followed by the addition of 2-nitrobenzene-1-sulfonyl chloride (250 g, 1128.05 mmol) portionwise as a solid. The reaction mixture was then stirred at the same temperature for 1 h. Completion of the reaction was monitored by TLC. The reaction mixture was quenched with 1.5 N HCl (1 L). The organic layer was separated, washed with water (250 mL), brine... Starting materials: solution, C1(=CC=CC=C1)[Mg]Br (phenyl magnesium bromide), C(C1=CC=CC=C1)(C1=CC=CC=C1)ON1C(C2N(CC=CCC2C1=O)S(=O)(=O)C1=CC=C(C=C1)OC)=O (7-Benzhydryloxy-1-(4-methoxybenzenesulfonyl)-2,5,5a,8a-tetrahydro-1H-pyrrolo[3,4-b]azepine-6,8-dione). Solvent: C(C)OCC (diethyl ether), C1CCOC1 (THF). Run at temperature -78 celsius, time 2.5 hour. The product is C(C1=CC=CC=C1)(C1=CC=CC=C1)ONC(=O)C1N(CC=CCC1C(C1=CC=CC=C1)=O)S(=O)(=O)C1=CC=C(C=C1)OC (3-benzoyl-1-(4-methoxy-benzenesulfonyl)-2,3,4,7-tetrahydro-1H-azepine-2-carboxylic acid benzhydryloxy-amide). RXN SMILES: [CH:1]([O:14][N:15]1[C:24](=[O:25])[CH:23]2[CH:17]([N:18]([S:26]([C:29]3[CH:34]=[CH:33][C:32]([O:35][CH3:36])=[CH:31][CH:30]=3)(=[O:28])=[O:27])[CH2:19][CH:20]=[CH:21][CH2:22]2)[C:16]1=[O:37])([C:8]1[CH:13]=[CH:12][CH:11]=[CH:10][CH:9]=1)[C:2]1[CH:7]=[CH:6][CH:5]=[CH:4][CH:3]=1.[C:38]1([Mg]Br)[CH:43]=[CH:42][CH:41]=[CH:40][CH:39]=1>C1COCC1.C(OCC)C>[CH:1]([O:14][NH:15][C:16]([CH:17]1[CH:23]([C:24](=[O:25])[C:38]2[CH:43]=[CH:42][CH:41]=[CH:40][CH:39]=2)[CH2:22][CH:21]=[CH:20][CH2:19][N:18]1[S:26]([C:29]1[CH:34]=[CH:33][C:32]([O:35][CH3:36])=[CH:31][CH:30]=1)(=[O:28])=[O:27])=[O:37])([C:2]1[CH:3]=[CH:4][CH:5]=[CH:6][CH:7]=1)[C:8]1[CH:13]=[CH:12][CH:11]=[CH:10][CH:9]=1. Procedure: 7-Benzhydryloxy-1-(4-methoxybenzenesulfonyl)-2,5,5a,8a-tetrahydro-1H-pyrrolo[3,4-b]azepine-6,8-dione (100 mg, 0.19 mmol) was dissolved in THF (2 mL) and cooled to -78° C. This solution was treated dropwise with a 3 M solution of phenyl magnesium bromide in diethyl ether and then warmed to ambient temperature. The reaction mixture was stirred another 2.5 hrs at room temperature, cooled to 0° C., and quenched with saturated aqueous NH4Cl (2 mL). This mixture was then diluted with H2O and diethyl e... Starting materials: C1(CC1)B(O)O (Cyclopropylboronic acid), phosphoric acid potassium salts, C1(CCCCC1)P(C1CCCCC1)C1CCCCC1 (tricyclohexylphosphine), BrC1=C(N=C(S1)C=1C=NN(C1C(=O)OC)C)C(F)F (methyl 4-(5-bromo-4-(difluoromethyl)thiazol-2-yl)-1-methyl-1H-pyrazole-5-carboxylate), C(O)([O-])=O.[Na+] (sodium hydrogen carbonate). The reagents and catalysts are C(C)(=O)[O-].[Pd+2].C(C)(=O)[O-] (palladium acetate). Run in C1(=CC=CC=C1)C (toluene), O (water), C(C)(=O)OCC (ethyl acetate). Conditions: temperature 100 celsius, time 1.5 hour. The product is C1(CC1)C1=C(N=C(S1)C=1C=NN(C1C(=O)OC)C)C(F)F (methyl 4-(5-cyclopropyl-4-(difluoromethyl)thiazol-2-yl)-1-methyl-1H-pyrazole-5-carboxylate). The yield is 83.0%. RXN SMILES: [CH:1]1(B(O)O)[CH2:3][CH2:2]1.C1(P(C2CCCCC2)C2CCCCC2)CCCCC1.Br[C:27]1[S:31][C:30]([C:32]2[CH:33]=[N:34][N:35]([CH3:41])[C:36]=2[C:37]([O:39][CH3:40])=[O:38])=[N:29][C:28]=1[CH:42]([F:44])[F:43].C(=O)([O-])O.[Na+]>C([O-])(=O)C.[Pd+2].C([O-])(=O)C.C(OCC)(=O)C.C1(C)C=CC=CC=1.O>[CH:1]1([C:27]2[S:31][C:30]([C:32]3[CH:33]=[N:34][N:35]([CH3:41])[C:36]=3[C:37]([O:39][CH3:40])=[O:38])=[N:29][C:28]=2[CH:42]([F:43])[F:44])[CH2:3][CH2:2]1 |f:3.4,5.6.7|. Procedure: Cyclopropylboronic acid (61 mg), palladium acetate (11 mg), phosphoric acid potassium salts (203 mg), water (0.53 ml), and tricyclohexylphosphine (27 mg) were added to a toluene (6 ml) solution of the methyl 4-(5-bromo-4-(difluoromethyl)thiazol-2-yl)-1-methyl-1H-pyrazole-5-carboxylate (84 mg) obtained in (Example 1.4) <Step 1>, and the obtained mixture was then stirred in a nitrogen atmosphere at 100° C. for 1.5 hours. Thereafter, ethyl acetate (50 ml) and a saturated sodium hydrogen carbonate a... Reactants: ClC=1C=C(C=CC1)C(=O)C=O (3-chlorophenylglyoxal), CC1=CC=C(C=C1)CCCN (3-(4-methylphenyl)propanamine). Product: CC1=CC=C(C=C1)CCCNCC(C1=CC(=CC=C1)Cl)O (N-(3-(4-Methylphenyl)propyl)-2-hydroxy-2-(3-chlorophenyl)ethanamine). As a reaction SMILES: [Cl:1][C:2]1[CH:3]=[C:4]([C:8]([CH:10]=O)=[O:9])[CH:5]=[CH:6][CH:7]=1.[CH3:12][C:13]1[CH:18]=[CH:17][C:16]([CH2:19][CH2:20][CH2:21][NH2:22])=[CH:15][CH:14]=1>>[CH3:12][C:13]1[CH:18]=[CH:17][C:16]([CH2:19][CH2:20][CH2:21][NH:22][CH2:10][CH:8]([OH:9])[C:4]2[CH:5]=[CH:6][CH:7]=[C:2]([Cl:1])[CH:3]=2)=[CH:15][CH:14]=1. Reported procedure: The title compound was prepared in the manner described in Example 9 using 3-chlorophenylglyoxal and 3-(4-methylphenyl)propanamine. Recrystallisation of the chromatographed material from ether gave the title compound, mp 115°-117.5°. Starting materials: liquid, N (ammonia), ClC1=CC=C(C(=O)NC2=C(C(=O)OC)C=C(C(=C2OC)OC)OC)C=C1 (methyl 2-(4-chlorobenzoylamino)-3,4,5-trimethoxybenzoate). Run in CO (methanol). Conditions: temperature 100 celsius. Product: ClC1=CC=C(C=C1)C1=NC2=C(C(=C(C=C2C(=N1)O)OC)OC)OC (2-(4-Chlorophenyl)-4-hydroxy-6,7,8-trimethoxyquinazoline). Reaction SMILES: [Cl:1][C:2]1[CH:26]=[CH:25][C:5]([C:6]([NH:8][C:9]2[C:18]([O:19][CH3:20])=[C:17]([O:21][CH3:22])[C:16]([O:23][CH3:24])=[CH:15][C:10]=2[C:11](OC)=[O:12])=O)=[CH:4][CH:3]=1.[NH3:27]>CO>[Cl:1][C:2]1[CH:26]=[CH:25][C:5]([C:6]2[N:27]=[C:11]([OH:12])[C:10]3[C:9](=[C:18]([O:19][CH3:20])[C:17]([O:21][CH3:22])=[C:16]([O:23][CH3:24])[CH:15]=3)[N:8]=2)=[CH:4][CH:3]=1. Reported procedure: A suspension of 28.5 g of methyl 2-(4-chlorobenzoylamino)-3,4,5-trimethoxybenzoate in 200 ml of methanol was treated with 150 ml of liquid ammonia and heated at 100° C. for 5 h in an autoclave. On cooling, a precipitate deposited, which was filtered off with suction and dried under reduced pressure. Yield: 25 g. M.p.: 289° C. Reactants: N1C=C(C2=CC=CC=C12)C(=O)O (indole-3-carboxylic acid), C(=O)(N1C=NC=C1)N1C=NC=C1 (1,1'-carbonyldiimidazole), N12CCCC(CC1)(C2)CO (1-azabicyclo[3.2.1]octane-5-methanol), C(CCC)[Li].CCCCCC (n-butyllithium hexane). The solvent is O1CCCC1 (tetrahydrofuran), O1CCCC1 (tetrahydrofuran). Conditions: time 1 hour. The product is N12CCCC(CC1)(C2)COC(=O)C2=CNC1=CC=CC=C21 (1H-Indole-3-carboxylic acid 1-azabicyclo[3.2.1]oct-5-ylmethyl ester). Isolated yield 52.4%. RXN SMILES: [NH:1]1[C:9]2[C:4](=[CH:5][CH:6]=[CH:7][CH:8]=2)[C:3]([C:10]([OH:12])=[O:11])=[CH:2]1.C(N1C=CN=C1)(N1C=CN=C1)=O.[N:25]12[CH2:32][C:29]([CH2:33]O)([CH2:30][CH2:31]1)[CH2:28][CH2:27][CH2:26]2.C([Li])CCC.CCCCCC>O1CCCC1>[N:25]12[CH2:32][C:29]([CH2:33][O:11][C:10]([C:3]3[C:4]4[C:9](=[CH:8][CH:7]=[CH:6][CH:5]=4)[NH:1][CH:2]=3)=[O:12])([CH2:30][CH2:31]1)[CH2:28][CH2:27][CH2:26]2 |f:3.4|. Procedure: A solution of indole-3-carboxylic acid (1.45 g, 9 mmol) in anhydrous tetrahydrofuran (10 mL) under nitrogen was treated with 1,1'-carbonyldiimidazole (1.53 g, 9.4 mmol), stirred for one hour, and degassed with a stream of nitrogen over 10 minutes. Meanwhile, a cooled (-10° C.) solution of 1-azabicyclo[3.2.1]octane-5-methanol (1.42 g, 10 mmol) in anhydrous tetrahydrofuran (10 mL) under nitrogen was treated (via syringe) with 2.5N n-butyllithium/hexane (9.7 mmol), stirred for 30 minutes, concentra...